This data is from the Open Reaction Database (ORD), a public repository of structured organic reaction records. The task is: describe an organic reaction: reactants, conditions, products, and yield The reactants are O=C([O-])[O-], CCCCCCI, [K+], [K+], c1ccc2c(c1)CCC21CCNCC1, CN(C)C=O. The product is CCCCCCN1CCC2(CCc3ccccc32)CC1. Reaction SMILES: [C:15](=[O:16])([O-:17])[O-:18].[I:21][CH2:22][CH2:23][CH2:24][CH2:25][CH2:26][CH3:27].[K+:19].[K+:20].[NH:1]1[CH2:2][CH2:3][C:4]2([CH2:5][CH2:6][c:7]3[cH:8][cH:9][cH:10][cH:11][c:12]32)[CH2:13][CH2:14]1.[O:28]=[CH:29][N:30]([CH3:31])[CH3:32]>>[N:1]1([CH2:22][CH2:23][CH2:24][CH2:25][CH2:26][CH3:27])[CH2:2][CH2:3][C:4]2([CH2:5][CH2:6][c:7]3[cH:8][cH:9][cH:10][cH:11][c:12]32)[CH2:13][CH2:14]1. Reactants: C[C@H](C(=O)NC=1C=NC(=CC1)OC1=CC(=CC=C1)OC(C)C)NC(OC(C)(C)C)=O (1,1-dimethylethyl ((1R)-1-methyl-2-{[6-({3-[(1-methylethyl)oxy]phenyl}oxy)-3-pyridinyl]amino}-2-oxoethyl)carbamate), C[C@H](C(=O)NC=1C=NC(=CC1)OC1=CC(=CC=C1)OC(C)C)NC(OC(C)(C)C)=O (1,1-dimethylethyl ((1R)-1-methyl-2-{[6-({3-[(1-methylethyl)oxy]phenyl}oxy)-3-pyridinyl]amino}-2-oxoethyl)carbamate), C(=O)(C(F)(F)F)O (TFA). Solvent: ClCCl (dichloromethane). Reaction conditions: time 2 hour. Product: CC(C)OC=1C=C(C=CC1)OC1=CC=C(C=N1)NC([C@H](N)C)=O (N1-[6-({3-[(1-methylethyl)oxy]phenyl}oxy)-3-pyridinyl]-D-alaninamide). Yield: 85.9%. Reaction SMILES: [CH3:1][C@@H:2]([NH:23]C(=O)OC(C)(C)C)[C:3]([NH:5][C:6]1[CH:7]=[N:8][C:9]([O:12][C:13]2[CH:18]=[CH:17][CH:16]=[C:15]([O:19][CH:20]([CH3:22])[CH3:21])[CH:14]=2)=[CH:10][CH:11]=1)=[O:4].C(O)(C(F)(F)F)=O>ClCCl>[CH3:22][CH:20]([O:19][C:15]1[CH:14]=[C:13]([O:12][C:9]2[N:8]=[CH:7][C:6]([NH:5][C:3](=[O:4])[C@@H:2]([CH3:1])[NH2:23])=[CH:11][CH:10]=2)[CH:18]=[CH:17][CH:16]=1)[CH3:21]. Procedure: To a solution of 1,1-dimethylethyl ((1R)-1-methyl-2-{[6-({3-[(1-methylethyl)oxy]phenyl}oxy)-3-pyridinyl]amino}-2-oxoethyl)carbamate (Intermediate 31, 400 mg, 0.96 mmol) in dichloromethane (14 mL) was added TFA (6 mL) portionwise during 15 minutes at 0° C. The resulting mixture was stirred at room temperature for 2 hours. The solvent was distilled off to afford the title compound (260 mg, 85%) as a grey oil. Reactants: Cn1cnc(S(=O)(=O)Cl)c1, CC(C)(C)OC(=O)CC(CCCC1CCCCC1)c1nc(CN)no1. Product: Cn1cnc(S(=O)(=O)NCc2noc(C(CCCC3CCCCC3)CC(=O)OC(C)(C)C)n2)c1. As a reaction SMILES: [CH3:26][n:27]1[cH:28][n:29][c:30]([S:32](=[O:33])(=[O:34])[Cl:35])[cH:31]1.[NH2:1][CH2:2][c:3]1[n:4][o:5][c:6]([CH:8]([CH2:9][C:10](=[O:11])[O:12][C:13]([CH3:14])([CH3:15])[CH3:16])[CH2:17][CH2:18][CH2:19][CH:20]2[CH2:21][CH2:22][CH2:23][CH2:24][CH2:25]2)[n:7]1>>[NH:1]([CH2:2][c:3]1[n:4][o:5][c:6]([CH:8]([CH2:9][C:10](=[O:11])[O:12][C:13]([CH3:14])([CH3:15])[CH3:16])[CH2:17][CH2:18][CH2:19][CH:20]2[CH2:21][CH2:22][CH2:23][CH2:24][CH2:25]2)[n:7]1)[S:32]([c:30]1[n:29][cH:28][n:27]([CH3:26])[cH:31]1)(=[O:33])=[O:34]. Starting materials: CCO, CC1CN(C(=O)COc2ncc(Cl)cc2[N+](=O)[O-])C(C)CN1Cc1ccc(F)cc1, [H][H], O=[Pt]=O. Product: CC1CN(C(=O)COc2ncc(Cl)cc2N)C(C)CN1Cc1ccc(F)cc1. Reaction SMILES: [CH3:33][CH2:34][OH:35].[Cl:1][c:2]1[cH:3][c:4]([N+:28]([O-:29])=[O:30])[c:5]([O:8][CH2:9][C:10](=[O:11])[N:12]2[CH:13]([CH3:27])[CH2:14][N:15]([CH2:19][c:20]3[cH:21][cH:22][c:23]([F:26])[cH:24][cH:25]3)[CH:16]([CH3:18])[CH2:17]2)[n:6][cH:7]1.[H:31][H:32].[Pt:36](=[O:37])=[O:38]>>[Cl:1][c:2]1[cH:3][c:4]([NH2:28])[c:5]([O:8][CH2:9][C:10](=[O:11])[N:12]2[CH:13]([CH3:27])[CH2:14][N:15]([CH2:19][c:20]3[cH:21][cH:22][c:23]([F:26])[cH:24][cH:25]3)[CH:16]([CH3:18])[CH2:17]2)[n:6][cH:7]1. Starting materials: C(CCC)[Li] (n-butyllithium), BrC1=NC=C(C=C1)C (2-bromo-5-methylpyridine), C(CCC)[Sn](CCCC)(CCCC)Cl (tributyltin chloride). Solvent: CCOCC (ether). Reaction conditions: temperature -78 celsius, time 1 hour. The product is CC=1C=CC(=NC1)[Sn](CCCC)(CCCC)CCCC (5-methyl-2-(tributylstannyl)pyridine). RXN SMILES: Br[C:2]1[CH:7]=[CH:6][C:5]([CH3:8])=[CH:4][N:3]=1.C([Li])CCC.[CH2:14]([Sn:18](Cl)([CH2:23][CH2:24][CH2:25][CH3:26])[CH2:19][CH2:20][CH2:21][CH3:22])[CH2:15][CH2:16][CH3:17]>CCOCC>[CH3:8][C:5]1[CH:6]=[CH:7][C:2]([Sn:18]([CH2:19][CH2:20][CH2:21][CH3:22])([CH2:23][CH2:24][CH2:25][CH3:26])[CH2:14][CH2:15][CH2:16][CH3:17])=[N:3][CH:4]=1. Procedure details: A solution containing 2-bromo-5-methylpyridine (1.42 g, 8.23 mmol) in ether (15 mL) at −78° C. was treated with n-butyllithium (5.14 mL, 1.6 M in hexanes) dropwise, stirred at −78° C. for 1 hour, treated with tributyltin chloride (3.35 mL, 12.35 mmol), stirred at 0° C. for 4 hours, quenched with saturated ammonium chloride solution and partitioned between ether and water. The organic phase was washed with brine and dried over MgSO4, filtered and concentrated. The residue was purified by chromato... The solvent is ClCCl (dichloromethane). The reactants are S(=O)([O-])[O-].[Na+].[Na+] (sodium sulfite), C(O)([O-])=O.[Na+] (sodium hydrogen carbonate), ClC1=CC(=CC=C1)C(=O)OO (m-chloroperbenzoic acid), CSC1=NN=C2CC3=C(C=CN21)C=CC=C3 (3-methylthio-11H-s-triazolo[3,4-b][3]benzazepine), ClC1=CC(=CC=C1)C(=O)OO (m-chloroperbenzoic acid). Yields the product CS(=O)C1=NN=C2C(C3=C(C=CN21)C=CC=C3)=O (3-methylsulfinyl-11H-s-triazolo[3,4-b][3]benzazepin-11-one). As a reaction SMILES: Cl[C:2]1[CH:7]=[CH:6][CH:5]=[C:4]([C:8]([O:10]O)=O)[CH:3]=1.[CH3:12][S:13][C:14]1[N:23]2[C:17](CC3C=CC=CC=3[CH:21]=[CH:22]2)=[N:16][N:15]=1.S([O-])([O-])=[O:29].[Na+].[Na+].C(=O)([O-])O.[Na+]>ClCCl>[CH3:12][S:13]([C:14]1[N:23]2[C:17]([C:8](=[O:10])[C:4]3[CH:3]=[CH:2][CH:7]=[CH:6][C:5]=3[CH:21]=[CH:22]2)=[N:16][N:15]=1)=[O:29] |f:2.3.4,5.6|. Reported procedure: Under ice-cooling and stirring, 0.224 g of m-chloroperbenzoic acid was added to a solution of 0.243 g of 3-methylthio-11H-s-triazolo[3,4-b][3]benzazepine in 4 ml of dichloromethane. The mixture was stirred for 30 minutes, after which 0.035 g of m-chloroperbenzoic acid was further added. After additional stirring for 1 hour, the reaction mixture was shaken well with an aqueous solution of sodium sulfite and a saturated aqueous solution of sodium hydrogen carbonate. The dichloromethane layer was w... Starting materials: O=C([O-])[O-], CCC(C)=O, CCOCC, CCCCCC, CC(C)I, CCCOc1cc(CNc2c([N+](=O)[O-])n[nH]c(=O)c2Cl)ccc1OC, [K+], [K+]. Product: CCCOc1cc(CNc2c([N+](=O)[O-])nn(C(C)C)c(=O)c2Cl)ccc1OC. RXN SMILES: [C:30](=[O:31])([O-:32])[O-:33].[CH2:36]([C:37]([CH3:38])=[O:39])[CH3:40].[CH2:47]([O:48][CH2:49][CH3:50])[CH3:51].[CH3:41][CH2:42][CH2:43][CH2:44][CH2:45][CH3:46].[CH:26]([CH3:27])([CH3:28])[I:29].[Cl:1][c:2]1[c:3](=[O:25])[nH:4][n:5][c:6]([N+:22](=[O:23])[O-:24])[c:7]1[NH:8][CH2:9][c:10]1[cH:11][c:12]([O:18][CH2:19][CH2:20][CH3:21])[c:13]([O:16][CH3:17])[cH:14][cH:15]1.[K+:34].[K+:35]>>[Cl:1][c:2]1[c:3](=[O:25])[n:4]([CH:26]([CH3:27])[CH3:28])[n:5][c:6]([N+:22](=[O:23])[O-:24])[c:7]1[NH:8][CH2:9][c:10]1[cH:11][c:12]([O:18][CH2:19][CH2:20][CH3:21])[c:13]([O:16][CH3:17])[cH:14][cH:15]1. Reactants: C(=O)C=1C=CC2=C(C34C(CN(C3)CC3CCCC3)C3=C(C2C4)C=CC=C3)C1 (5-formyl-2-cyclopentylmethyl-2,3,8,12b-tetrahydro-1H-3a,8-methanodibenzo[3,4:6,7]cyclohepta[1,2-c]pyrrole), Cl.NO (hydroxylamine hydrochloride), [OH-].[Na+] (sodium hydroxide). Run in C(C)O (ethanol), O (water). Reaction conditions: time 30 minute. The product is C(C=1C=CC2=C(C34C(CN(C3)CC3CCCC3)C3=C(C2C4)C=CC=C3)C1)=NO (5-formyl-2-cyclopentylmethyl-2,3,8,12b-tetrahydro-1H-3a,8-methanodibenzo[3,4:6,7]cyclohepta[1,2-c]pyrrole oxime). Reaction SMILES: [CH:1]([C:3]1[CH:4]=[CH:5][C:6]2[CH:21]3[CH2:22][C:8]4([CH2:12][N:11]([CH2:13][CH:14]5[CH2:18][CH2:17][CH2:16][CH2:15]5)[CH2:10][CH:9]4[C:19]4[CH:26]=[CH:25][CH:24]=[CH:23][C:20]=43)[C:7]=2[CH:27]=1)=O.Cl.[NH2:29][OH:30].[OH-].[Na+]>C(O)C.O>[CH:1](=[N:29][OH:30])[C:3]1[CH:4]=[CH:5][C:6]2[CH:21]3[CH2:22][C:8]4([CH2:12][N:11]([CH2:13][CH:14]5[CH2:18][CH2:17][CH2:16][CH2:15]5)[CH2:10][CH:9]4[C:19]4[CH:26]=[CH:25][CH:24]=[CH:23][C:20]=43)[C:7]=2[CH:27]=1 |f:1.2,3.4|. Procedure details: To a suspension of 6.6 g (0.02 mole) of 5-formyl-2-cyclopentylmethyl-2,3,8,12b-tetrahydro-1H-3a,8-methanodibenzo[3,4:6,7]cyclohepta[1,2-c]pyrrole (Example 69) and 2.0 g (0.03 mole) of hydroxylamine hydrochloride in 25 ml of ethanol was added dropwise a solution of 1.6 g (.04 mole) of sodium hydroxide in 5 ml of water. The reaction mixture was stirred for 30 minutes and heated under reflux for 5 minutes. A yellow solid precipitated. The reaction mixture was diluted with water, extracted with meth... Reactants: O.ON1N=NC2=C1C=CC=C2 (1-hydroxybenzotriazole hydrate), COC1=C(CN)C(=CC=C1)OC (2,6-dimethoxybenzylamine), 1-(3-dimethylaminopropyl)-3-ethylcarboiimide hydrochloride, N1=C(C=CC2=CN=CC=C12)C(=O)O (2-[1,6]naphthyridinecarboxylic acid). Run in CN(C)C=O (DMF). Run at time 8 hour. Product: COC1=C(CNC(=O)C2=NC3=CC=NC=C3C=C2)C(=CC=C1)OC (N-(2,6-dimethoxybenzyl)-2-[1,6]naphthyridine-carboxamide). Isolated yield 97.6%. As a reaction SMILES: [N:1]1[C:10]2[C:5](=[CH:6][N:7]=[CH:8][CH:9]=2)[CH:4]=[CH:3][C:2]=1[C:11]([OH:13])=O.O.ON1C2C=CC=CC=2N=N1.[CH3:25][O:26][C:27]1[CH:34]=[CH:33][CH:32]=[C:31]([O:35][CH3:36])[C:28]=1[CH2:29][NH2:30]>CN(C=O)C>[CH3:36][O:35][C:31]1[CH:32]=[CH:33][CH:34]=[C:27]([O:26][CH3:25])[C:28]=1[CH2:29][NH:30][C:11]([C:2]1[CH:3]=[CH:4][C:5]2[C:10](=[CH:9][CH:8]=[N:7][CH:6]=2)[N:1]=1)=[O:13] |f:1.2|. Reported procedure: To a stirring mixture of 2-[1,6]naphthyridinecarboxylic acid (50 mg, 0.287 mmol) in anhydrous DMF (1.0 mL) at room temperature was added sequentially 1-hydroxybenzotriazole hydrate (42.7 mg, 0.316 mmol), 2,6-dimethoxybenzylamine (75.0 mg, 0.431 mmol) and 1-(3-dimethylaminopropyl)-3-ethylcarboiimide hydrochloride (61.8 mg, 0.316 mmol). The resulting mixture was allowed to stir at room temperature overnight and it was found to be clear. The solvent was removed under vacuum. Flash column chromatogr... Starting materials: CS(=O)(=O)OC1CCN(C(=O)OCc2ccc([N+](=O)[O-])cc2)C1, CN(C)C=O, [N-]=[N+]=[N-], [Na+]. The product is [N-]=[N+]=NC1CCN(C(=O)OCc2ccc([N+](=O)[O-])cc2)C1. Reaction SMILES: [CH3:1][S:2]([O:3][CH:6]1[CH2:7][N:8]([C:11](=[O:12])[O:13][CH2:14][c:15]2[cH:16][cH:17][c:18]([N+:21](=[O:22])[O-:23])[cH:19][cH:20]2)[CH2:9][CH2:10]1)(=[O:4])=[O:5].[CH3:28][N:29]([CH3:30])[CH:31]=[O:32].[N-:25]=[N+:26]=[N-:27].[Na+:24]>>[CH:6]1([N:25]=[N+:26]=[N-:27])[CH2:7][N:8]([C:11](=[O:12])[O:13][CH2:14][c:15]2[cH:16][cH:17][c:18]([N+:21](=[O:22])[O-:23])[cH:19][cH:20]2)[CH2:9][CH2:10]1.